This data is from the Open Reaction Database (ORD), a public repository of structured organic reaction records. The task is: describe an organic reaction: reactants, conditions, products, and yield Procedure details: The operation is carried out as in Stage 2 of Example 5 starting from 160 mg of the product obtained in Stage 1 of Example 5, 3 ml of butanol and using 100 mg of ethyl 4-aminobenzoate in place of the benzylamine and the reaction medium is taken to a temperature of approximately 80 to 85° C. for 30 hours, left to return to ambient temperature, diluted with 3 ml of isopropanol, placed for approximately one hour at a temperature of approximately 0° C., followed by separating, washing with 5 ml of i... Solvent: C(C)(C)O (isopropanol). Product: ClC1=NC(=C2N=CN(C2=N1)C1CSCC1)NC1=CC=C(C(=O)OCC)C=C1 (ethyl 4-((2-chloro-9-(tetrahydro-3-thienyl)-9H-purin-6-yl)-amino)-benzoate). Reactants: ClC1=NC(=C2N=CN(C2=N1)C1CSCC1)Cl (2,6-dichloro-9-(tetrahydro-3-thienyl)-9H-purine), C(CCC)O (butanol), NC1=CC=C(C(=O)OCC)C=C1 (ethyl 4-aminobenzoate). Reaction SMILES: [Cl:1][C:2]1[N:10]=[C:9]2[C:5]([N:6]=[CH:7][N:8]2[CH:11]2[CH2:15][CH2:14][S:13][CH2:12]2)=[C:4](Cl)[N:3]=1.C(O)CCC.[NH2:22][C:23]1[CH:33]=[CH:32][C:26]([C:27]([O:29][CH2:30][CH3:31])=[O:28])=[CH:25][CH:24]=1>C(O)(C)C>[Cl:1][C:2]1[N:10]=[C:9]2[C:5]([N:6]=[CH:7][N:8]2[CH:11]2[CH2:15][CH2:14][S:13][CH2:12]2)=[C:4]([NH:22][C:23]2[CH:24]=[CH:25][C:26]([C:27]([O:29][CH2:30][CH3:31])=[O:28])=[CH:32][CH:33]=2)[N:3]=1. Conditions: time 30 hour. Starting materials: BrCCOC1=C(C=C(C=C1C)C1=NC2=CC(=CC(=C2C(N1)=O)OC)OC)C (2-[4-(2-bromoethoxy)-3,5-dimethylphenyl]-5,7-dimethoxy-3H-quinazolin-4-one), N1C=NC=C1 (imidazole), C(=O)([O-])[O-].[Cs+].[Cs+] (Cs2CO3). Run in CC(=O)C (acetone). Reaction conditions: time 16 hour. Yields the product N1(C=NC=C1)CCOC1=C(C=C(C=C1C)C1=NC2=CC(=CC(=C2C(N1)=O)OC)OC)C (2-(4-(2-(1H-Imidazol-1-yl)ethoxy)-3,5-dimethylphenyl)-5,7-dimethoxyquinazolin-4(3H)-one). Reaction SMILES: Br[CH2:2][CH2:3][O:4][C:5]1[C:10]([CH3:11])=[CH:9][C:8]([C:12]2[NH:21][C:20](=[O:22])[C:19]3[C:14](=[CH:15][C:16]([O:25][CH3:26])=[CH:17][C:18]=3[O:23][CH3:24])[N:13]=2)=[CH:7][C:6]=1[CH3:27].[NH:28]1[CH:32]=[CH:31][N:30]=[CH:29]1.C([O-])([O-])=O.[Cs+].[Cs+]>CC(C)=O>[N:28]1([CH2:2][CH2:3][O:4][C:5]2[C:10]([CH3:11])=[CH:9][C:8]([C:12]3[NH:21][C:20](=[O:22])[C:19]4[C:14](=[CH:15][C:16]([O:25][CH3:26])=[CH:17][C:18]=4[O:23][CH3:24])[N:13]=3)=[CH:7][C:6]=2[CH3:27])[CH:32]=[CH:31][N:30]=[CH:29]1 |f:2.3.4|. Reported procedure: To a solution of 2-[4-(2-bromoethoxy)-3,5-dimethylphenyl]-5,7-dimethoxy-3H-quinazolin-4-one (0.12 g, 0.27 mmol) in acetone (5 mL) was added imidazole (0.18 g, 2.70 mmol) and Cs2CO3 (0.26 g, 0.80 mmol). The reaction mixture was stirred at room temperature for 16 hours. Solvent was removed under reduced pressure, and the residue was purified by column chromatography (silica gel 230-400 mesh; 3% methanol in dichloromethane as eluent) to give the title compound as a white solid. Yield: 0.04 g (35%).... Starting materials: ClC1=CC=C2C(=C1)NC1=C2OC2=C(N(C1=O)C)C=CC=C2 (3-chloro-7-methyl-7H-indolo[3,2-b][1,5]benzoxazepin-6(5H)-one), N1(CCCCC1)CCCl (piperidinoethyl chloride). Yields the product ClC1=CC=C2C(=C1)N(C1=C2OC2=C(N(C1=O)C)C=CC=C2)CCN2CCCCC2 (3-CHLORO-7-METHYL-5-(2-PIPERIDINOETHYL)-7H-INDOLO-[3,2-b][1,5] BENZOXAZEPINE-6(5H)-ONE). Reaction SMILES: [Cl:1][C:2]1[CH:7]=[C:6]2[NH:8][C:9]3[C:15](=[O:16])[N:14]([CH3:17])[C:13]4[CH:18]=[CH:19][CH:20]=[CH:21][C:12]=4[O:11][C:10]=3[C:5]2=[CH:4][CH:3]=1.[N:22]1([CH2:28][CH2:29]Cl)[CH2:27][CH2:26][CH2:25][CH2:24][CH2:23]1>>[Cl:1][C:2]1[CH:7]=[C:6]2[N:8]([CH2:29][CH2:28][N:22]3[CH2:27][CH2:26][CH2:25][CH2:24][CH2:23]3)[C:9]3[C:15](=[O:16])[N:14]([CH3:17])[C:13]4[CH:18]=[CH:19][CH:20]=[CH:21][C:12]=4[O:11][C:10]=3[C:5]2=[CH:4][CH:3]=1. Procedure: In the same way as described in example 19, 3-chloro-7-methyl-7H-indolo[3,2-b][1,5]benzoxazepin-6(5H)-one was alkylated with piperidinoethyl chloride. The crude solid base was recrystallized from acetonitrile, mp. 160°-2°. The reactants are [N+](=O)([O-])C=1C=C(C=O)C=CC1 (3-nitrobenzaldehyde), C(C)OC(C(CC(=O)OCC)=O)OCC (ethyl 4,4-diethoxyacetoacetate), N1CCCCC1 (piperidine). Run in C1=CC=CC=C1 (benzene). Product: [N+](=O)([O-])C=1C=C(C=C(C(=O)OCC)C(=O)C(OCC)OCC)C=CC1 (ethyl 2-(3-nitrobenzylidene)-4,4-diethoxyacetoacetate). Isolated yield 113.7%. As a reaction SMILES: [N+:1]([C:4]1[CH:5]=[C:6]([CH:9]=[CH:10][CH:11]=1)[CH:7]=O)([O-:3])=[O:2].[CH2:12]([O:14][CH:15]([O:24][CH2:25][CH3:26])[C:16](=[O:23])[CH2:17][C:18]([O:20][CH2:21][CH3:22])=[O:19])[CH3:13].N1CCCCC1>C1C=CC=CC=1>[N+:1]([C:4]1[CH:5]=[C:6]([CH:9]=[CH:10][CH:11]=1)[CH:7]=[C:17]([C:16]([CH:15]([O:14][CH2:12][CH3:13])[O:24][CH2:25][CH3:26])=[O:23])[C:18]([O:20][CH2:21][CH3:22])=[O:19])([O-:3])=[O:2]. Procedure: A solution of 3-nitrobenzaldehyde (2.27 g), ethyl 4,4-diethoxyacetoacetate (3.28 g) and piperidine (0.2 ml) in benzene (15 ml) was refluxed under azeotropic dehydration for 3 hours. The resultant solution was washed three times with water and dried over magnesium sulfate. The solvent was removed from the reaction solution to give oily ethyl 2-(3-nitrobenzylidene)-4,4-diethoxyacetoacetate (6.0 g). The mixture of the compound obtained above and ethyl 3-aminocrotonate (1.94 g) was heated at about 9... Reactants: C1(CCCCC1)CC(C(=O)O)NC(=O)C1=CC2=C(N(C(=N2)C=2C=C3N=CC(=NC3=CC2)C2=CC=CC=C2)C2CCCCC2)C=C1 (3-Cyclohexyl-2-{[1-cyclohexyl-2-(2-phenyl-quinoxalin-6-yl)-1H-benzoimidazole-5-carbonyl]-amino}-propionic acid), N1([C@@H](CC2=CC=CC=C2C1)C(=O)O)C(=O)OCC1C2=CC=CC=C2C2=CC=CC=C12 (Fmoc-Tic). Yields the product C1(CCCCC1)N1C(=NC2=C1C=CC(=C2)C(=O)N2CC1=CC=CC=C1CC2C(=O)O)C=2C=C1N=CC(=NC1=CC2)C2=CC=CC=C2 (2-[1-Cyclohexyl-2-(2-phenyl-quinoxalin-6-yl)-1H-benzoimidazole-5-carbonyl]-1,2,3,4-tetrahydro-isoquinoline-3-carboxylic acid). The yield is 41.0%. Reaction SMILES: [CH:1]1([CH2:7][CH:8]([NH:12][C:13]([C:15]2[CH:45]=[CH:44][C:18]3[N:19]([CH:38]4[CH2:43][CH2:42][CH2:41][CH2:40][CH2:39]4)[C:20]([C:22]4[CH:23]=[C:24]5[C:29](=[CH:30][CH:31]=4)[N:28]=[C:27]([C:32]4[CH:37]=[CH:36][CH:35]=[CH:34][CH:33]=4)[CH:26]=[N:25]5)=[N:21][C:17]=3[CH:16]=2)=[O:14])[C:9]([OH:11])=[O:10])[CH2:6][CH2:5][CH2:4][CH2:3][CH2:2]1.N1(C(OCC2C3C(=CC=CC=3)C3C2=CC=CC=3)=O)CC2C(=CC=CC=2)C[C@H:47]1C(O)=O>>[CH:38]1([N:19]2[C:18]3[CH:44]=[CH:45][C:15]([C:13]([N:12]4[CH:8]([C:9]([OH:11])=[O:10])[CH2:7][C:1]5[C:6](=[CH:5][CH:4]=[CH:3][CH:2]=5)[CH2:47]4)=[O:14])=[CH:16][C:17]=3[N:21]=[C:20]2[C:22]2[CH:23]=[C:24]3[C:29](=[CH:30][CH:31]=2)[N:28]=[C:27]([C:32]2[CH:37]=[CH:36][CH:35]=[CH:34][CH:33]=2)[CH:26]=[N:25]3)[CH2:39][CH2:40][CH2:41][CH2:42][CH2:43]1. Reported procedure: The general procedure described for Compound 242 was used with Fmoc-Tic Wang resin (143 mg, 0.7 mmol/g), producing 25 mg of the title compound (41% yield). MS: 606.22 (M−H+) HPLC Procedure A, retention time=17.18 min. The reactants are C1CCOC1, CCc1csc(-c2ccc(OCCCOc3ccc4c(ccn4C(C)C(=O)OC)c3)nc2)n1, CO, [Li+], [OH-], O. The product is CCc1csc(-c2ccc(OCCCOc3ccc4c(ccn4C(C)C(=O)O)c3)nc2)n1. Reaction SMILES: [CH2:39]1[O:40][CH2:41][CH2:42][CH2:43]1.[CH2:3]([CH3:4])[c:5]1[n:6][c:7](-[c:10]2[cH:11][cH:12][c:13]([O:16][CH2:17][CH2:18][CH2:19][O:20][c:21]3[cH:22][c:23]4[cH:24][cH:25][n:26]([CH:30]([C:31](=[O:32])[O:33][CH3:34])[CH3:35])[c:27]4[cH:28][cH:29]3)[n:14][cH:15]2)[s:8][cH:9]1.[CH3:36][OH:37].[Li+:1].[OH-:2].[OH2:38]>>[CH2:3]([CH3:4])[c:5]1[n:6][c:7](-[c:10]2[cH:11][cH:12][c:13]([O:16][CH2:17][CH2:18][CH2:19][O:20][c:21]3[cH:22][c:23]4[cH:24][cH:25][n:26]([CH:30]([C:31](=[O:32])[OH:33])[CH3:35])[c:27]4[cH:28][cH:29]3)[n:14][cH:15]2)[s:8][cH:9]1. The reactants are CS(=O)(=O)O, O=CO, CCOC(=O)C(C)Oc1cc(N2C(=O)C3=C(CCCC3)C2=O)c(Cl)cc1Cl, O. The product is CC(Oc1cc(N2C(=O)C3=C(CCCC3)C2=O)c(Cl)cc1Cl)C(=O)O. RXN SMILES: [CH3:28][S:29](=[O:30])(=[O:31])[OH:32].[CH:33]([OH:34])=[O:35].[Cl:1][c:2]1[c:3]([N:17]2[C:18](=[O:27])[C:19]3=[C:20]([C:21]2=[O:22])[CH2:23][CH2:24][CH2:25][CH2:26]3)[cH:4][c:5]([O:9][CH:10]([CH3:11])[C:12](=[O:13])[O:14][CH2:15][CH3:16])[c:6]([Cl:8])[cH:7]1.[OH2:36]>>[Cl:1][c:2]1[c:3]([N:17]2[C:18](=[O:27])[C:19]3=[C:20]([C:21]2=[O:22])[CH2:23][CH2:24][CH2:25][CH2:26]3)[cH:4][c:5]([O:9][CH:10]([CH3:11])[C:12](=[O:13])[OH:14])[c:6]([Cl:8])[cH:7]1.